This data is from the Open Reaction Database (ORD), a public repository of structured organic reaction records. The task is: describe an organic reaction: reactants, conditions, products, and yield The reactants are ClC1=NC(=CC(=C1)Cl)C (2,4-dichloro-6-methylpyridine), CN (methylamine). The solvent is C(C)O (ethanol). Conditions: temperature 100 celsius. The product is ClC1=CC(=NC(=C1)C)NC (4-chloro-6-methyl-2-methylaminopyridine). Yield: 12.0%. Reaction SMILES: Cl[C:2]1[CH:7]=[C:6]([Cl:8])[CH:5]=[C:4]([CH3:9])[N:3]=1.[CH3:10][NH2:11]>C(O)C>[Cl:8][C:6]1[CH:5]=[C:4]([CH3:9])[N:3]=[C:2]([NH:11][CH3:10])[CH:7]=1. Procedure details: A mixture of 2,4-dichloro-6-methylpyridine (7.0 g) (West German Patent DE 2162238) and 33% w/v methylamine in ethanol (25 ml) was heated in a sealed tube at 100° C. for 8 hours. The solvent was removed by evaporation and the residual solid was purified by flash chromatography (Merck 9385 Silica, 100 g), using as eluant first an increasing gradient [20%-100% v/v] of diethyl ether in petrol (b.p. 60°-80° C.) and then an increasing gradient of up to 5% v/v methanol in dichloromethane. There was thu... Starting materials: common salt, ClS(=O)(=O)O (chlorosulfonic acid), resultant mixture, BrC1=C(C=C(C=C1)C)C (4-bromo-m-xylene), resultant mixture, resultant mixture, CI (methyl iodide), S(=O)([O-])[O-].[Na+].[Na+] (sodium sulfite), resultant mixture, C([O-])([O-])=O.[Na+].[Na+] (sodium carbonate). Run in ClCCCl (1,2-dichloroethane), O (water), C(CCl)Cl (EDC), C(CCl)Cl (EDC), O (water), C(CCl)Cl (EDC). The product is BrC1=C(C=C(C(=C1)S(=O)(=O)C)C)C (4-bromo-6-methylsulfonyl-m-xylene). As a reaction SMILES: Cl[S:2]([OH:5])(=O)=[O:3].[Br:6][C:7]1[CH:12]=[CH:11][C:10]([CH3:13])=[CH:9][C:8]=1[CH3:14].[C:15](=O)([O-])[O-].[Na+].[Na+].S([O-])([O-])=O.[Na+].[Na+].CI>O.C(Cl)CCl>[Br:6][C:7]1[CH:12]=[C:11]([S:2]([CH3:15])(=[O:5])=[O:3])[C:10]([CH3:13])=[CH:9][C:8]=1[CH3:14] |f:2.3.4,5.6.7|. Procedure: 6 g of common salt was added to 25 ml of 1,2-dichloroethane (EDC), and 40 g of chlorosulfonic acid was added dropwise thereto at room temperature under stirring and 20 ml of EDC was further added thereto. To the resultant mixture, was dropwise added 18.5 g (0.1 mol) of 4-bromo-m-xylene at room temperature over one hour period. After dropwise added, the resultant mixture was stirred continuously for 30 minutes, and was then heated to 70° C., and was stirred continuously for one hour, and was ther...